Dataset: the Open Reaction Database (ORD), a public repository of structured organic reaction records. Task: describe an organic reaction: reactants, conditions, products, and yield Starting materials: CCC(CC)NO, C1CCOC1, O=C=Nc1ccc(Oc2ccccc2)cc1. Yields the product CCC(CC)N(O)C(=O)Nc1ccc(Oc2ccccc2)cc1. RXN SMILES: [CH2:1]([CH3:2])[CH:3]([CH2:4][CH3:5])[NH:6][OH:7].[O:24]1[CH2:25][CH2:26][CH2:27][CH2:28]1.[O:8]([c:9]1[cH:10][cH:11][cH:12][cH:13][cH:14]1)[c:15]1[cH:16][cH:17][c:18]([N:21]=[C:22]=[O:23])[cH:19][cH:20]1>>[CH2:1]([CH3:2])[CH:3]([CH2:4][CH3:5])[N:6]([OH:7])[C:22]([NH:21][c:18]1[cH:17][cH:16][c:15]([O:8][c:9]2[cH:10][cH:11][cH:12][cH:13][cH:14]2)[cH:20][cH:19]1)=[O:23]. Reactants: Cl (HCl), C(N)(=O)C1=C(C2=C(N=CN=C2NC=2C(=NC=CC2)O[C@@H]2CN(CCC2)C(=O)OC(C)(C)C)S1)C ((S)-tert-butyl 3-(3-(6-carbamoyl-5-methylthieno[2,3-d]pyrimidin-4-ylamino)pyridin-2-yloxy)piperidine-1-carboxylate). Reaction SMILES: Cl.[C:2]([C:5]1[S:34][C:8]2[N:9]=[CH:10][N:11]=[C:12]([NH:13][C:14]3[C:15]([O:20][C@H:21]4[CH2:26][CH2:25][CH2:24][N:23](C(OC(C)(C)C)=O)[CH2:22]4)=[N:16][CH:17]=[CH:18][CH:19]=3)[C:7]=2[C:6]=1[CH3:35])(=[O:4])[NH2:3]>O1CCOCC1.CO>[CH3:35][C:6]1[C:7]2[C:12]([NH:13][C:14]3[C:15]([O:20][C@H:21]4[CH2:26][CH2:25][CH2:24][NH:23][CH2:22]4)=[N:16][CH:17]=[CH:18][CH:19]=3)=[N:11][CH:10]=[N:9][C:8]=2[S:34][C:5]=1[C:2]([NH2:3])=[O:4]. Yields the product CC1=C(SC=2N=CN=C(C21)NC=2C(=NC=CC2)O[C@@H]2CNCCC2)C(=O)N (5-Methyl-4-[2-((S)-piperidin-3-yloxy)-pyridin-3-ylamino]-thieno[2,3-d]pyrimidine-6-carboxylic acid amide). Run in O1CCOCC1 (Dioxane), CO (Methanol). Reported procedure: HCl in Dioxane (4M; 4 ml) was added into a solution of (S)-tert-butyl 3-(3-(6-carbamoyl-5-methylthieno[2,3-d]pyrimidin-4-ylamino)pyridin-2-yloxy)piperidine-1-carboxylate (250 mg) in Methanol (8 ml). The reaction was stirred at room temperature for 1.5 h. The solution was purified by chromatography. Run at time 1.5 hour.